From a dataset of the Open Reaction Database (ORD), a public repository of structured organic reaction records. describe an organic reaction: reactants, conditions, products, and yield Reactants: CNc1ccccc1, ClCCl, COC(=O)CS(=O)(=O)Cl, Cl. Yields the product COC(=O)CS(=O)(=O)N(C)c1ccccc1. Reaction SMILES: [CH3:10][NH:11][c:12]1[cH:13][cH:14][cH:15][cH:16][cH:17]1.[Cl:19][CH2:20][Cl:21].[Cl:1][S:2](=[O:3])(=[O:4])[CH2:5][C:6](=[O:7])[O:8][CH3:9].[ClH:18]>>[S:2](=[O:3])(=[O:4])([CH2:5][C:6](=[O:7])[O:8][CH3:9])[N:11]([CH3:10])[c:12]1[cH:13][cH:14][cH:15][cH:16][cH:17]1. Starting materials: C(C)(C)(C)OC(=O)N1C(OC[C@@H]1CC1=CC=C(C=C1)OC1=CC=C(C=C1)OC)(C)C ((S)-4-[4-(4-Methoxyphenoxy)-benzyl]-2,2-dimethyl-oxazolidine-3carboxylic acid tert-butyl ester), Cl (HCl), O1CCOCC1 (dioxane). Run in CO (methanol). Conditions: time 2 hour. The product is Cl.N[C@H](CO)CC1=CC=C(C=C1)OC1=CC=C(C=C1)OC ((S)-2-Amino-3-[4-(4-methoxyphenoxy)-phenyl]-propan-1-ol hydrochloric acid salt). Reaction SMILES: C(OC([N:8]1[C@@H:12]([CH2:13][C:14]2[CH:19]=[CH:18][C:17]([O:20][C:21]3[CH:26]=[CH:25][C:24]([O:27][CH3:28])=[CH:23][CH:22]=3)=[CH:16][CH:15]=2)[CH2:11][O:10]C1(C)C)=O)(C)(C)C.[ClH:31].O1CCOCC1>CO>[ClH:31].[NH2:8][C@@H:12]([CH2:13][C:14]1[CH:19]=[CH:18][C:17]([O:20][C:21]2[CH:26]=[CH:25][C:24]([O:27][CH3:28])=[CH:23][CH:22]=2)=[CH:16][CH:15]=1)[CH2:11][OH:10] |f:4.5|. Reported procedure: To a solution of crude product obtained from step 1 (100 mg, 0.25 mmol, 1 eq.) in methanol (2 ml) was added 4N HCl in dioxane (2 ml, 8 mmol, 32 eq.). The resulting mixture was stirred at room temperature for 2 hr. And then the volatile material was removed under reduced pressure. The residue thus obtained was washed with ether (3×15 ml) to remove non-acidic impurities. After dried, 75 mg of desired product (HCl salt) was obtained as white solid (99% isolated yield). 1H NMR (400 MHz, DMSO-d6) 62.... Starting materials: C1CCC2=NCCCN2CC1 (DBU), compound, CCOC(=O)C (EtOAc), C(C)OC(C(C(C)C)=NN(C(CC(=O)OCC)=O)C1CCCCC1)=O (Ethyl-2-{cyclohexyl[3-(ethyloxy)-3-oxopropanoyl]hydrazono}-3-methylbutanoate), C(C)C(C(=O)Cl)C(=O)Cl (ethyl malonyl chloride), Cl (HCl). Run in O1CCCC1 (Tetrahydrofuran), O (H2O). Reaction conditions: time 10 minute. Product: C1(CCCCC1)N1N=C(C(=C(C1=O)C(=O)NCC(=O)O)O)C(C)C (N-{[2-Cyclohexyl-5-hydroxy-6-(1-methylethyl)-3-oxo-2,3-dihydro-4-pyridazinyl]carbonyl}glycine). As a reaction SMILES: C(O[C:4](=[O:25])[C:5](=[N:9][N:10]([CH:19]1[CH2:24][CH2:23][CH2:22][CH2:21][CH2:20]1)[C:11](=[O:18])[CH2:12][C:13]([O:15]CC)=O)[CH:6]([CH3:8])[CH3:7])C.C1CCN2C(=[N:30]CCC2)CC1.C(C(C(Cl)=O)C(Cl)=O)C.Cl.CC[O:49][C:50]([CH3:52])=[O:51]>O1CCCC1.O>[CH:19]1([N:10]2[C:11](=[O:18])[C:12]([C:13]([NH:30][CH2:52][C:50]([OH:49])=[O:51])=[O:15])=[C:4]([OH:25])[C:5]([CH:6]([CH3:7])[CH3:8])=[N:9]2)[CH2:20][CH2:21][CH2:22][CH2:23][CH2:24]1. Procedure details: Ethyl-2-{cyclohexyl[3-(ethyloxy)-3-oxopropanoyl]hydrazono}-3-methylbutanoate. DBU (0.35 ml, 2.322 mmol) was added to a solution of the compound from example 98a) (0.51 g, 2.122 mmol) in Tetrahydrofuran (THF) (1 ml) at 0° C. The reaction was brought to room temperature and stirred for 10 minutes. The temperature was then reduced to 0° C. and ethyl malonyl chloride (0.32 ml, 2.374 mmol) was added. The reaction was brought to room temperature and stirred for 2.5 h. 1N HCl was added and the solution... The reactants are OC[C@@H](C(=O)N([C@@H]1CCCC2=CC=CC=C12)C)NC(OC(C)(C)C)=O (1,1-dimethylethyl [(1S)-1-(hydroxymethyl)-2-[methyl[(1R)-1,2,3,4-tetrahydro-1-naphthalenyl]amino]-2-oxoethyl]carbamate), OC[C@@H](C(=O)N([C@@H]1CCCC2=CC=CC=C12)C)NC(OC(C)(C)C)=O (1,1-dimethylethyl [(1S)-1-(hydroxymethyl)-2-[methyl[(1R)-1,2,3,4-tetrahydro-1-naphthalenyl]amino]-2-oxoethyl]carbamate), solution, Cl (hydrogen chloride), CCOCC (ether). Run in CO (methanol). Conditions: time 3 hour. Product: Cl.N[C@H](C(=O)N([C@@H]1CCCC2=CC=CC=C12)C)CO ((2S)-2-amino-3-hydroxy-N-methyl-N-[(1R)-1,2,3,4-tetrahydro-1-naphthalenyl]propanamide monohydrochloride). Reaction SMILES: [OH:1][CH2:2][C@H:3]([NH:18]C(=O)OC(C)(C)C)[C:4]([N:6]([CH3:17])[C@H:7]1[C:16]2[C:11](=[CH:12][CH:13]=[CH:14][CH:15]=2)[CH2:10][CH2:9][CH2:8]1)=[O:5].[ClH:26].CCOCC>CO>[ClH:26].[NH2:18][C@@H:3]([CH2:2][OH:1])[C:4]([N:6]([CH3:17])[C@H:7]1[C:16]2[C:11](=[CH:12][CH:13]=[CH:14][CH:15]=2)[CH2:10][CH2:9][CH2:8]1)=[O:5] |f:4.5|. Procedure details: To a solution of 1,1-dimethylethyl [(1S)-1-(hydroxymethyl)-2-[methyl[(1R)-1,2,3,4-tetrahydro-1-naphthalenyl]amino]-2-oxoethyl]carbamate (1.11 g, 3.19 mmol) (i.e. the product of Example 17, Step A) in methanol (15 mL) was added a 2 M solution of hydrogen chloride in ether (15 mL, 30 mmol), and the reaction mixture was stirred at room temperature for 3 h. The reaction mixture was concentrated in vacuo and the resulting residue was dissolved in methanol and concentrated in vacuo again. The residue ... Starting materials: ClC1=C(C=C(C(=O)Cl)C=C1)[N+](=O)[O-] (4-chloro-3-nitrobenzoyl chloride), BrC1=C(C=C(C=C1)N)F (4-Bromo-3-fluoro-phenylamine). The product is BrC1=C(C=C(C=C1)NC(C1=CC(=C(C=C1)Cl)[N+](=O)[O-])=O)F (N-(4-Bromo-3-fluoro-phenyl)-4-chloro-3-nitro-benzamide). As a reaction SMILES: [Cl:1][C:2]1[CH:10]=[CH:9][C:5]([C:6](Cl)=[O:7])=[CH:4][C:3]=1[N+:11]([O-:13])=[O:12].[Br:14][C:15]1[CH:20]=[CH:19][C:18]([NH2:21])=[CH:17][C:16]=1[F:22]>>[Br:14][C:15]1[CH:20]=[CH:19][C:18]([NH:21][C:6](=[O:7])[C:5]2[CH:9]=[CH:10][C:2]([Cl:1])=[C:3]([N+:11]([O-:13])=[O:12])[CH:4]=2)=[CH:17][C:16]=1[F:22]. Reported procedure: A mixture of 4-chloro-3-nitrobenzoyl chloride was reacted with 4-Bromo-3-fluoro-phenylamine to produce N-(4-Bromo-3-fluoro-phenyl)-4-chloro-3-nitro-benzamide according to the procedure of Example 10A, which was treated sequentially using the procedures from Examples 13A, 13B and 13C to provide the title product.